Dataset: the Open Reaction Database (ORD), a public repository of structured organic reaction records. Task: describe an organic reaction: reactants, conditions, products, and yield Reactants: ClC1=CC=C(C=C1)N(C(=S)NC(C1=C(C=NC=C1)F)=O)C (1-(4-chlorophenyl)-3-(3-fluoroisonicotinoyl)-1-methylthiourea), CN(C)C=O (DMF), [H-].[Na+] (sodium hydride). Run in C1CCOC1 (THF). Conditions: time 10 minute. The product is ClC1=CC=C(C=C1)N(C)C=1SC2=C(C(N1)=O)C=CN=C2 (2-[N-(4-chlorophenyl)-N-methylamino]-4H-pyrido[4,3-e]-1,3-thiazin-4-one). The yield is 69.5%. RXN SMILES: [H-].[Na+].[Cl:3][C:4]1[CH:9]=[CH:8][C:7]([N:10]([CH3:23])[C:11]([NH:13][C:14](=[O:22])[C:15]2[CH:20]=[CH:19][N:18]=[CH:17][C:16]=2F)=[S:12])=[CH:6][CH:5]=1.CN(C=O)C>C1COCC1>[Cl:3][C:4]1[CH:9]=[CH:8][C:7]([N:10]([C:11]2[S:12][C:16]3[CH:17]=[N:18][CH:19]=[CH:20][C:15]=3[C:14](=[O:22])[N:13]=2)[CH3:23])=[CH:6][CH:5]=1 |f:0.1|. Reported procedure: In an atmosphere of argon, a suspension of 167 mg of sodium hydride (60% oil suspension) in 1 ml of THF was added to a mixture of 1.230 g (3.80 mmol) of 1-(4-chlorophenyl)-3-(3-fluoroisonicotinoyl)-1-methylthiourea and 10 ml of DMF while being cooled over a water bath. The mixture was stirred for 10 minutes, and then stirred over a 110° C. oil bath for 5 hours. The reaction mixture was allowed to cool, and then concentrated under reduced pressure. The resulting residue was then poured into ice-w... Starting materials: C1=COC=2C1=C(C3=C(C2)OC(=O)C=C3)O (5-hydroxypsoralen), ClCCCCI (4-chlorobutyl iodide), C([O-])([O-])=O.[K+].[K+] (potassium carbonate). The solvent is CC(=O)C (acetone). Reaction conditions: time 17.5 minute. The product is ClCCCCOC1=C2C(=CC3=C1C=CC(O3)=O)OC=C2 (4-(4-Chlorobutoxy)-7H-furo[3,2-g][1]benzopyran-7-on). RXN SMILES: [CH:1]1[C:5]2=[C:6]([OH:15])[C:7]3[CH:14]=[CH:13][C:11](=[O:12])[O:10][C:8]=3[CH:9]=[C:4]2[O:3][CH:2]=1.[Cl:16][CH2:17][CH2:18][CH2:19][CH2:20]I.C(=O)([O-])[O-].[K+].[K+]>CC(C)=O>[Cl:16][CH2:17][CH2:18][CH2:19][CH2:20][O:15][C:6]1[C:7]2[CH:14]=[CH:13][C:11](=[O:12])[O:10][C:8]=2[CH:9]=[C:4]2[O:3][CH:2]=[CH:1][C:5]=12 |f:2.3.4|. Reported procedure: 817 mg (4.041 mmol) of 5-hydroxypsoralen and 1.413 g (6.47 mmol) of 4-chlorobutyl iodide were refluxed in 80 ml of acetone in the presence of an excess of (3.0 g) anhydrous potassium carbonate for 30 hours. The progress of the reaction was monitored by thin layer chromatography. After 30 hours the reaction mixture was concentrated under reduced pressure and distilled off the solvent almost completely. The oily residue was cooled and diluted with water. The aqueous solution was then acidified wit... Starting materials: ClC1=NC=C(C2=CC=C(C=C12)C(=O)Cl)Cl (1,4-Dichloro-7-isoquinolinecarbonyl chloride), ClN1C(CCC1=O)=O (N-chlorosuccinimide), BrC1=CC=C2C=CNC(C2=C1)=O (7-bromo-1-(2H)-isoquinolone). The solvent is CC#N (MeCN), CC#N (MeCN). Product: BrC1=CC=C2C(=CNC(C2=C1)=O)Cl (7-bromo-4-chloro-1(2h)-isoquinolone). As a reaction SMILES: [Cl:1]C1C2C(=CC=C(C(Cl)=O)C=2)C(Cl)=CN=1.ClN1C(=O)CCC1=O.[Br:24][C:25]1[CH:34]=[C:33]2[C:28]([CH:29]=[CH:30][NH:31][C:32]2=[O:35])=[CH:27][CH:26]=1>CC#N>[Br:24][C:25]1[CH:34]=[C:33]2[C:28]([C:29]([Cl:1])=[CH:30][NH:31][C:32]2=[O:35])=[CH:27][CH:26]=1. Procedure details: 1,4-Dichloro-7-isoquinolinecarbonyl chloride ##STR166## A solution of N-chlorosuccinimide (4.13 g, 31 mmol) in MeCN (50 mL) was added dropwise to a stirred solution of 7-bromo-1-(2H)-isoquinolone (6.6 g, 29.5 mmol) in MeCN (150 mL) which was heating under reflux. The mixture was heated under reflux for an additional 3 h and then cooled to room temperature. The resulting precipitate was collected by filtration, with MeCN rinsing, and then dried in vacuo to give 7-bromo-4-chloro-1(2h)-isoquinolone...